Dataset: the Open Reaction Database (ORD), a public repository of structured organic reaction records. Task: describe an organic reaction: reactants, conditions, products, and yield Reactants: [OH-].[Na+] (sodium hydroxide), FC(S(=O)(=O)OS(=O)(=O)C(F)(F)F)(F)F (trifluoromethanesulfonic anhydride), [C-]#N.[Na+] (sodium cyanide), O=C[C@@H](O)[C@H](O)[C@H](O)CO (D-arabinose), O=C[C@@H](O)[C@H](O)[C@H](O)CO (D-arabinose). Solvent: [N+](=O)([O-])C (nitromethane), CC(=O)C (acetone). Product: C(C=O)[C@H]([C@@H]([C@@H](CO)O)O)O (2-DG). RXN SMILES: O=[CH:2][C@H:3]([C@@H:5]([C@@H:7]([CH2:9][OH:10])[OH:8])[OH:6])[OH:4].[OH-:11].[Na+].FC(F)(F)S(OS(C(F)(F)F)(=O)=O)(=O)=O.[C-:28]#N.[Na+]>CC(C)=O.[N+](C)([O-])=O>[CH2:2]([C@@H:3]([OH:4])[C@H:5]([OH:6])[C@H:7]([OH:8])[CH2:9][OH:10])[CH:28]=[O:11] |f:1.2,4.5|. Procedure: Production of 2DG can be carried out using any known method. For example, 2-DG can be prepared from various starting materials such as D-glucose, D-mannose, calcium D-gluconate, D-arabinose, D-glucosamine hydrochloride, N-acetyl glucosamine, chitin, and chitosan and carboxymethylchitosan. Preparation methods vary with various starting materials. For example, D-glucose can be methylated and brominated, followed by debromination and acid hydrolysis to yield β-2DG. Bergmann et. al. (1992) Berichte ... Reactants: C[O-].[Na+] (sodium methoxide), ClC=1C=C(C=CC1)C1=CC(=NO1)O (5-(m-chlorophenyl)-3-hydroxyisoxazole), C(Br)C1CO1 (epibromohydrin). Solvent: CN(C=O)C (dimethylformamide). Conditions: time 30 minute. The product is ClC=1C=C(C=CC1)C1=CC(=NO1)OCC1CO1 (5-(m-Chlorophenyl)-3-(2,3-epoxypropoxy)isoxazole). Isolated yield 61.3%. As a reaction SMILES: C[O-].[Na+].[Cl:4][C:5]1[CH:6]=[C:7]([C:11]2[O:15][N:14]=[C:13]([OH:16])[CH:12]=2)[CH:8]=[CH:9][CH:10]=1.[CH2:17]([CH:19]1[O:21][CH2:20]1)Br>CN(C)C=O>[Cl:4][C:5]1[CH:6]=[C:7]([C:11]2[O:15][N:14]=[C:13]([O:16][CH2:17][CH:19]3[O:21][CH2:20]3)[CH:12]=2)[CH:8]=[CH:9][CH:10]=1 |f:0.1|. Procedure: 29.6 g (0.153 moles) of sodium methoxide (as a 28% w/v methanolic solution) were added to a solution of 30.0 g (0.153 moles) of 5-(m-chlorophenyl)-3-hydroxyisoxazole in 300 ml of dimethylformamide, and the mixture was stirred at room temperature for 30 minutes. At the end of this time, 41.9 g (0.306 moles) of epibromohydrin were added dropwise, and the mixture was stirred for a further 3 days. The reaction mixture was then concentrated by evaporation under reduced pressure, and the residue was d... Reactants: C(C)(=O)C=1C=CC=C2N=C(C(=NC12)NC(CNC(OC(C)(C)C)=O)(C)C)C (tert-butyl (2-((8-acetyl-3-methylquinoxalin-2-yl)amino)-2-methylpropyl)carbamate), FC(S(=O)(=O)O[Si](C)(C)C(C)(C)C)(F)F (tert-butyldimethylsilyl trifluoromethanesulfonate), TEA, silyl enol ether. Run in C(Cl)Cl (DCM), C(Cl)Cl (DCM). The product is [Si](C)(C)(C(C)(C)C)OC(=C)C=1C=CC=C2N=C(C(=NC12)NC(CNC(OC(C)(C)C)=O)(C)C)C (tert-butyl (2-((8-(1-((tert-butyldimethylsilyl)oxy)vinyl)-3-methylquinoxalin-2-yl)amino)-2-methylpropyl)carbamate). Reaction SMILES: [C:1]([C:4]1[CH:5]=[CH:6][CH:7]=[C:8]2[C:13]=1[N:12]=[C:11]([NH:14][C:15]([CH3:26])([CH3:25])[CH2:16][NH:17][C:18](=[O:24])[O:19][C:20]([CH3:23])([CH3:22])[CH3:21])[C:10]([CH3:27])=[N:9]2)(=[O:3])[CH3:2].FC(F)(F)S(O[Si:34]([C:37]([CH3:40])([CH3:39])[CH3:38])([CH3:36])[CH3:35])(=O)=O>C(Cl)Cl>[Si:34]([O:3][C:1]([C:4]1[CH:5]=[CH:6][CH:7]=[C:8]2[C:13]=1[N:12]=[C:11]([NH:14][C:15]([CH3:26])([CH3:25])[CH2:16][NH:17][C:18](=[O:24])[O:19][C:20]([CH3:21])([CH3:23])[CH3:22])[C:10]([CH3:27])=[N:9]2)=[CH2:2])([C:37]([CH3:40])([CH3:39])[CH3:38])([CH3:36])[CH3:35]. Reported procedure: A solution of tert-butyl (2-((8-acetyl-3-methylquinoxalin-2-yl)amino)-2-methylpropyl)carbamate (339a, 0.78 g, 2.094 mmol), tert-butyldimethylsilyl trifluoromethanesulfonate (0.72 mL, 3.14 mmol), and TEA (0.88 mL, 6.28 mmol) in DCM (21 mL) was stirred at 0° C. for 20 min when the silyl enol ether was observed via lcms. The reaction mixture was diluted with DCM (100 mL), added to a separatory funnel, and washed with saturated aq. NaHCO3 (100 mL) before the organic layer was separated, dried over N... The reactants are CN1N=C2C=C(C=CC2=C1)C=1C2=C(N=CN1)N(C=C2C(=O)OCC=C)COCC[Si](C)(C)C (Prop-2-en-1-yl 4-(2-methyl-2H-indazol-6-yl)-7-{[2-(trimethylsilyl)ethoxy]methyl}-7H-pyrrolo[2,3-d]pyrimidine-5-carboxylate), C(C)#N (Acetonitrile), [OH-].[NH4+] (ammonium hydroxide), C(=O)(C(F)(F)F)O (TFA). Run in C(Cl)Cl (DCM). Run at time 2 hour. The product is CN1N=C2C=C(C=CC2=C1)C=1C2=C(N=CN1)NC=C2C(=O)OCC=C (prop-2-en-1-yl 4-(2-methyl-2H-indazol-6-yl)-7H-pyrrolo[2,3-d]pyrimidine-5-carboxylate). Reaction SMILES: [CH3:1][N:2]1[CH:10]=[C:9]2[C:4]([CH:5]=[C:6]([C:11]3[C:12]4[C:19]([C:20]([O:22][CH2:23][CH:24]=[CH2:25])=[O:21])=[CH:18][N:17](COCC[Si](C)(C)C)[C:13]=4[N:14]=[CH:15][N:16]=3)[CH:7]=[CH:8]2)=[N:3]1.C(O)(C(F)(F)F)=O.C(#N)C.[OH-].[NH4+]>C(Cl)Cl>[CH3:1][N:2]1[CH:10]=[C:9]2[C:4]([CH:5]=[C:6]([C:11]3[C:12]4[C:19]([C:20]([O:22][CH2:23][CH:24]=[CH2:25])=[O:21])=[CH:18][NH:17][C:13]=4[N:14]=[CH:15][N:16]=3)[CH:7]=[CH:8]2)=[N:3]1 |f:3.4|. Reported procedure: Prop-2-en-1-yl 4-(2-methyl-2H-indazol-6-yl)-7-{[2-(trimethylsilyl)ethoxy]methyl}-7H-pyrrolo[2,3-d]pyrimidine-5-carboxylate was dissolved in DCM (1.0 mL) and then TFA (0.91 mL, 12 mmol) was added. The resulting solution was stirred for 2 hours at room temperature before being concentrated in vacuo. Acetonitrile (0.50 mL) and ammonium hydroxide (0.50 mL, 3.6 mmol) were added to the residue and the solution was heated to 50° C. for 3 hours. The reaction was concentrated in vacuo and purified by rev...